Dataset: the Open Reaction Database (ORD), a public repository of structured organic reaction records. Task: describe an organic reaction: reactants, conditions, products, and yield Product: CCOP(=O)(Cc1csc(C(C)C)n1)OCC. As a reaction SMILES: [Cl:1][CH2:2][c:3]1[n:4][c:5]([CH:8]([CH3:9])[CH3:10])[s:6][cH:7]1.[P:11]([O:12][CH2:13][CH3:14])([O:15][CH2:16][CH3:17])[O:18][CH2:19][CH3:20]>>[CH2:2]([c:3]1[n:4][c:5]([CH:8]([CH3:9])[CH3:10])[s:6][cH:7]1)[P:11]([O:12][CH2:13][CH3:14])([O:15][CH2:16][CH3:17])=[O:18]. Starting materials: CC(C)c1nc(CCl)cs1, CCOP(OCC)OCC. Starting materials: N1C=NC=C1 (imidazole), [H-].[Na+] (sodium hydride), BrCC1(OC1C1=C(C=C(C=C1)Cl)Cl)C1=CC=C(C=C1)Cl (2-bromomethyl-2-(4-chlorophenyl)-3-(2,4-dichlorophenyl)-oxirane), [I-].[K+] (potassium iodide). Solvent: CN(C=O)C (N,N-dimethylformamide), CN(C=O)C (N,N-dimethylformamide). Conditions: time 8 hour. Yields the product N1(C=NC=C1)CC1(OC1C1=C(C=C(C=C1)Cl)Cl)C1=CC=C(C=C1)Cl (2-(1H-imidazol-1-yl-methyl)-2-(4-chlorophenyl)-3-(2,4-dichlorophenyl)-oxirane). The yield is 81.0%. RXN SMILES: [NH:1]1[CH:5]=[CH:4][N:3]=[CH:2]1.[H-].[Na+].Br[CH2:9][C:10]1([C:21]2[CH:26]=[CH:25][C:24]([Cl:27])=[CH:23][CH:22]=2)[CH:12]([C:13]2[CH:18]=[CH:17][C:16]([Cl:19])=[CH:15][C:14]=2[Cl:20])[O:11]1.[I-].[K+]>CN(C)C=O>[N:1]1([CH2:9][C:10]2([C:21]3[CH:26]=[CH:25][C:24]([Cl:27])=[CH:23][CH:22]=3)[CH:12]([C:13]3[CH:18]=[CH:17][C:16]([Cl:19])=[CH:15][C:14]=3[Cl:20])[O:11]2)[CH:5]=[CH:4][N:3]=[CH:2]1 |f:1.2,4.5|. Procedure details: 6.2 g of imidazole and 1.3 g of sodium hydride (50% strength dispersion in mineral oil) were dispersed in 50 ml of N,N-dimethylformamide, and a solution of 12 g of 2-bromomethyl-2-(4-chlorophenyl)-3-(2,4-dichlorophenyl)-oxirane (isomer B) and 5 g of potassium iodide in 50 ml of N,N-dimethylformamide was added at room temperature (20° C.). After 8 hours, the reaction solution was poured onto water and the mixture was extracted with ethyl acetate. The organic phase was washed with water and dried ...